This data is from the Open Reaction Database (ORD), a public repository of structured organic reaction records. The task is: describe an organic reaction: reactants, conditions, products, and yield The reactants are C(C)OC(N)=O (carbamic acid ethyl ester), ClC1=NC(N=C1Cl)=C(Cl)Cl (4,5-dichloro-2-dichloromethylene-imidazole), O1CCOCC1 (dioxane). Yields the product C(C)OC(NC(=O)C=1NC(=C(N1)Cl)Cl)=O (N-(4,5-dichloroimidazol-2-oyl)-carbamic acid ethyl ester). Yield: 60.0%. RXN SMILES: [CH2:1]([O:3][C:4](=[O:6])[NH2:5])[CH3:2].[Cl:7][C:8]1[C:12]([Cl:13])=[N:11][C:10](=[C:14](Cl)Cl)[N:9]=1.[O:17]1CCOCC1>>[CH2:1]([O:3][C:4](=[O:6])[NH:5][C:14]([C:10]1[NH:11][C:12]([Cl:13])=[C:8]([Cl:7])[N:9]=1)=[O:17])[CH3:2]. Reported procedure: A solution of 20 g (0.225 mol) of carbamic acid ethyl ester and 21.8 g (0.1 mol) of 4,5-dichloro-2-dichloromethylene-imidazole in 50 ml of dioxane was heated briefly to the boil (about 115° C.). After cooling, the product was precipitated with water, filtered off, washed with water and dried. 15 g (60% of theory) of N-(4,5-dichloroimidazol-2-oyl)-carbamic acid ethyl ester with a melting point of 208° C. (from acetonitrile) were obtained. Starting materials: CC(C(=O)NC=1C=NC(=CC1)N1CCOCC1)(C)C (2,2-dimethyl-N-(6-morpholin-4-yl-pyridin-3-yl)-propionamide), N,N,′,N′-tetramethylethylenediamine, O.O.O.O.O.S(=S)(=O)([O-])[O-].[Na+].[Na+] (sodium thiosulfate pentahydrate), C(=O)=O (dry ice), C(CCC)[Li] (n-butyllithium), II (iodine). The solvent is O1CCCC1 (tetrahydrofuran), O (water), C(C)OCC (diethyl ether), CCCCCC (hexane), O1CCCC1 (tetrahydrofuran). Reaction conditions: temperature -35 celsius, time 1 hour. Yields the product IC1=C(C=NC(=C1)N1CCOCC1)NC(C(C)(C)C)=O (N-(4-Iodo-6-morpholin-4-yl-pyridin-3-yl)-2,2-dimethyl-propionamide). Yield: 37.1%. Reaction SMILES: [CH3:1][C:2]([CH3:19])([CH3:18])[C:3]([NH:5][C:6]1[CH:7]=[N:8][C:9]([N:12]2[CH2:17][CH2:16][O:15][CH2:14][CH2:13]2)=[CH:10][CH:11]=1)=[O:4].C([Li])CCC.[I:25]I.C(=O)=O.O.O.O.O.O.S([O-])([O-])(=O)=S.[Na+].[Na+]>O1CCCC1.CCCCCC.O.C(OCC)C>[I:25][C:11]1[CH:10]=[C:9]([N:12]2[CH2:17][CH2:16][O:15][CH2:14][CH2:13]2)[N:8]=[CH:7][C:6]=1[NH:5][C:3](=[O:4])[C:2]([CH3:19])([CH3:18])[CH3:1] |f:4.5.6.7.8.9.10.11|. Procedure details: A solution of 28.4 g (108 mmol) 2,2-dimethyl-N-(6-morpholin-4-yl-pyridin-3-yl)-propionamide and 49 ml (324 mmol) N,N,′,N′-tetramethylethylenediamine under argon in 600 ml tetrahydrofuran was cooled in a dry ice bath to −78° C. Within 1 h, 202 ml (324 mmol) of a 1.6 N n-butyllithium solution in hexane were added dropwise. The reaction mixture was allowed to warm up to −35° C. overnight. After cooling again to −78° C., 37 g (146 mmol) iodine dissolved in 60 ml tetrahydrofuran were added dropwise d... Starting materials: BrC1=CC=CC2=C1SC1=C2C=CC=C1 (4-bromodibenzo[b,d]thiophene), C1(=CC=CC=C1)N1C2=CC=CC=C2C=2C=C(C=CC12)C=1C=CC=2NC3=CC=CC=C3C2C1 (9-phenyl-9H,9′H-3,3′-bicarbazole), CC(C)([O-])C.[Na+] (sodium t-butoxide). The reagents and catalysts are C=1C=CC(=CC1)/C=C/C(=O)/C=C/C2=CC=CC=C2.C=1C=CC(=CC1)/C=C/C(=O)/C=C/C2=CC=CC=C2.C=1C=CC(=CC1)/C=C/C(=O)/C=C/C2=CC=CC=C2.[Pd].[Pd] (Pd2(dba)3), C1(CCCCC1)P(C1=C(C=CC=C1)C1=C(C=CC=C1OC)OC)C1CCCCC1 (dicyclohexyl(2′,6′-dimethoxybiphenyl-2-yl)phosphine). The solvent is C=1(C(=CC=CC1)C)C (xylene). Yields the product C1=CC=C(C=2SC3=C(C21)C=CC=C3)N3C2=CC=CC=C2C=2C=C(C=CC32)C=3C=CC=2N(C1=CC=CC=C1C2C3)C3=CC=CC=C3 (9-(dibenzo[b,d]thiophen-4-yl)-9′-phenyl-9H,9′H-3,3′-bicarbazole). Isolated yield 75.9%. Reaction SMILES: Br[C:2]1[C:7]2[S:8][C:9]3[CH:14]=[CH:13][CH:12]=[CH:11][C:10]=3[C:6]=2[CH:5]=[CH:4][CH:3]=1.[C:15]1([N:21]2[C:33]3[CH:32]=[CH:31][C:30]([C:34]4[CH:35]=[CH:36][C:37]5[NH:38][C:39]6[C:44]([C:45]=5[CH:46]=4)=[CH:43][CH:42]=[CH:41][CH:40]=6)=[CH:29][C:28]=3[C:27]3[C:22]2=[CH:23][CH:24]=[CH:25][CH:26]=3)[CH:20]=[CH:19][CH:18]=[CH:17][CH:16]=1.CC(C)([O-])C.[Na+]>C1(C)C(C)=CC=CC=1.C1C=CC(/C=C/C(/C=C/C2C=CC=CC=2)=O)=CC=1.C1C=CC(/C=C/C(/C=C/C2C=CC=CC=2)=O)=CC=1.C1C=CC(/C=C/C(/C=C/C2C=CC=CC=2)=O)=CC=1.[Pd].[Pd].C1(P(C2CCCCC2)C2C=CC=CC=2C2C(OC)=CC=CC=2OC)CCCCC1>[CH:5]1[C:6]2[C:10]3[CH:11]=[CH:12][CH:13]=[CH:14][C:9]=3[S:8][C:7]=2[C:2]([N:38]2[C:37]3[CH:36]=[CH:35][C:34]([C:30]4[CH:31]=[CH:32][C:33]5[N:21]([C:15]6[CH:20]=[CH:19][CH:18]=[CH:17][CH:16]=6)[C:22]6[C:27]([C:28]=5[CH:29]=4)=[CH:26][CH:25]=[CH:24][CH:23]=6)=[CH:46][C:45]=3[C:44]3[C:39]2=[CH:40][CH:41]=[CH:42][CH:43]=3)=[CH:3][CH:4]=1 |f:2.3,5.6.7.8.9|. Procedure details: A mixture of 4-bromodibenzo[b,d]thiophene (2.061 g, 7.83 mmol), 9-phenyl-9H,9′H-3,3′-bicarbazole (2 g, 4.90 mmol), and sodium t-butoxide (1.412 g, 14.69 mmol) in 200 mL of xylene was bubbled with N2 for 20 min. Pd2(dba)3 (0.045 g, 0.049 mmol) and dicyclohexyl(2′,6′-dimethoxybiphenyl-2-yl)phosphine (0.080 g, 0.196 mmol) were added and bubbled with nitrogen for another 20 min, then the mixture was heated to reflux under N2 for 24 h. The mixture was cooled and filtered through Celite. After solvent... Starting materials: FC=1C=CC(=NC1)[C@@H](C)NC(C1=CC(=CC(=C1)C1=NC=C(C=C1)C)/C=N/O)=O (N-[(1R)-1-(5-fluoro-2-pyridinyl)ethyl]-3-[(E)-(hydroxyimino)methyl]-5-(5-methyl-2-pyridinyl)benzamide), ClN1C(CCC1=O)=O (N-chlorosuccinimide). Solvent: O (Water). Reaction conditions: temperature 50 celsius, time 1 hour. Yields the product FC=1C=CC(=NC1)[C@@H](C)NC(=O)C=1C=C(C=C(C1)C1=NC=C(C=C1)C)C(=NO)Cl (3-({[(1R)-1-(5-fluoro-2-pyridinyl)ethyl]amino}carbonyl)-N-hydroxy-5-(5-methyl-2-pyridinyl)benzenecarboximidoyl chloride). Isolated yield 103.5%. RXN SMILES: [F:1][C:2]1[CH:3]=[CH:4][C:5]([C@H:8]([NH:10][C:11](=[O:28])[C:12]2[CH:17]=[C:16]([C:18]3[CH:23]=[CH:22][C:21]([CH3:24])=[CH:20][N:19]=3)[CH:15]=[C:14](/[CH:25]=[N:26]/[OH:27])[CH:13]=2)[CH3:9])=[N:6][CH:7]=1.[Cl:29]N1C(=O)CCC1=O>O>[F:1][C:2]1[CH:3]=[CH:4][C:5]([C@H:8]([NH:10][C:11]([C:12]2[CH:13]=[C:14]([C:25]([Cl:29])=[N:26][OH:27])[CH:15]=[C:16]([C:18]3[CH:23]=[CH:22][C:21]([CH3:24])=[CH:20][N:19]=3)[CH:17]=2)=[O:28])[CH3:9])=[N:6][CH:7]=1. Reported procedure: To a solution of N-[(1R)-1-(5-fluoro-2-pyridinyl)ethyl]-3-[(E)-(hydroxyimino)methyl]-5-(5-methyl-2-pyridinyl)benzamide (0.703 g, 1.86 mmol) N,N-dimethylformamide (1.9 mL) was added N-chlorosuccinimide (0.260 g, 1.95 mmol). The reaction mixture was stirred at 50° C. for 1 h. The temperature was raised to 70° C. for 1 h. The mixture was cooled to ambient temperature. Water was added. The mixture was extracted with diethyl ether (3×). The combined organic extracts were washed with water (3×), dried...